The task is: describe an organic reaction: reactants, conditions, products, and yield. This data is from the Open Reaction Database (ORD), a public repository of structured organic reaction records. Reactants: CN1CCCC1=O, C[Si](C)(C)CCOCN(COCC[Si](C)(C)C)c1cc(Cl)nc2c(-c3ccc(-c4ccccc4)nc3)cnn12, CC(C)(C)OC(=O)N1CCNCC1, [Na+], O=C([O-])O, O. Yields the product CC(C)(C)OC(=O)N1CCN(c2cc(N(COCC[Si](C)(C)C)COCC[Si](C)(C)C)n3ncc(-c4ccc(-c5ccccc5)nc4)c3n2)CC1. As a reaction SMILES: [CH3:58][N:59]1[CH2:60][CH2:61][CH2:62][C:63]1=[O:64].[Cl:1][c:2]1[n:3][c:4]2[n:5]([c:6]([N:8]([CH2:9][O:10][CH2:11][CH2:12][Si:13]([CH3:14])([CH3:15])[CH3:16])[CH2:17][O:18][CH2:19][CH2:20][Si:21]([CH3:22])([CH3:23])[CH3:24])[cH:7]1)[n:25][cH:26][c:27]2-[c:28]1[cH:29][n:30][c:31](-[c:34]2[cH:35][cH:36][cH:37][cH:38][cH:39]2)[cH:32][cH:33]1.[N:40]1([C:46](=[O:47])[O:48][C:49]([CH3:50])([CH3:51])[CH3:52])[CH2:41][CH2:42][NH:43][CH2:44][CH2:45]1.[Na+:57].[O-:53][C:54]([OH:55])=[O:56].[OH2:65]>>[c:2]1([N:43]2[CH2:42][CH2:41][N:40]([C:46](=[O:47])[O:48][C:49]([CH3:50])([CH3:51])[CH3:52])[CH2:45][CH2:44]2)[n:3][c:4]2[n:5]([c:6]([N:8]([CH2:9][O:10][CH2:11][CH2:12][Si:13]([CH3:14])([CH3:15])[CH3:16])[CH2:17][O:18][CH2:19][CH2:20][Si:21]([CH3:22])([CH3:23])[CH3:24])[cH:7]1)[n:25][cH:26][c:27]2-[c:28]1[cH:29][n:30][c:31](-[c:34]2[cH:35][cH:36][cH:37][cH:38][cH:39]2)[cH:32][cH:33]1. RXN SMILES: [C:1]([C:3]1[C:4]([Cl:14])=[N:5][C:6]([Cl:13])=[CH:7][C:8]=1[C:9]([F:12])([F:11])[F:10])#[N:2].S(=O)(=O)(O)[OH:16]>>[Cl:14][C:4]1[C:3]([C:1]([NH2:2])=[O:16])=[C:8]([C:9]([F:10])([F:12])[F:11])[CH:7]=[C:6]([Cl:13])[N:5]=1. Reactants: C(#N)C=1C(=NC(=CC1C(F)(F)F)Cl)Cl (3-cyano-2,6-dichloro-4-trifluoromethylpyridine), S(O)(O)(=O)=O (sulfuric acid), ice water. Product: ClC1=NC(=CC(=C1C(=O)N)C(F)(F)F)Cl (2,6-dichloro-4-trifluoromethyl-3-pyridine carboxamide). Procedure: 11.3 g of 3-cyano-2,6-dichloro-4-trifluoromethylpyridine was gradually added to 22.6 ml of concentrated sulfuric acid, and then the mixture was heated and reacted at 100° C. for one hour. After completion of the reaction, the mixture was poured into ice water, whereupon white precipitates formed. The precipitates were collected by filtration, and the filtrate was extracted with methylene chloride. The organic layer was dried over anhydrous sodium sulfate, and then the solvent was distilled off u... Starting materials: CS(=O)(=O)N(CCCCC(=O)O)C1CC(OC2=CC=C(C=C12)C)(C)C (5-[methylsulfonyl-(2,2,6-trimethylchroman-4-yl)amino]pentanoic acid), C(C1=CC=CC=C1)N(C)CCO (2-(N-benzyl-N-methylamino)ethanol), C1CCC(CC1)N=C=NC2CCCCC2 (DCC). The reagents and catalysts are CN(C)C=1C=CN=CC1 (DMAP). Solvent: C(Cl)Cl (methylene chloride). Yields the product CS(=O)(=O)N(CCCCC(=O)OCCNCCC1=CC=CC=C1)C1CC(OC2=CC=C(C=C12)C)(C)C (2-(benzylmethylamino)ethyl 5-[methanesulfonyl-(2,2,6-trimethylchroman-4-yl)amino]pentanoate). The yield is 64.5%. RXN SMILES: [CH3:1][S:2]([N:5]([CH:13]1[C:22]2[C:17](=[CH:18][CH:19]=[C:20]([CH3:23])[CH:21]=2)[O:16][C:15]([CH3:25])([CH3:24])[CH2:14]1)[CH2:6][CH2:7][CH2:8][CH2:9][C:10]([OH:12])=[O:11])(=[O:4])=[O:3].[CH2:26](N(CCO)C)[C:27]1[CH:32]=[CH:31][CH:30]=[CH:29][CH:28]=1.C1CC[CH:41]([N:44]=[C:45]=NC2CCCCC2)[CH2:40]C1>CN(C1C=CN=CC=1)C.C(Cl)Cl>[CH3:1][S:2]([N:5]([CH:13]1[C:22]2[C:17](=[CH:18][CH:19]=[C:20]([CH3:23])[CH:21]=2)[O:16][C:15]([CH3:25])([CH3:24])[CH2:14]1)[CH2:6][CH2:7][CH2:8][CH2:9][C:10]([O:12][CH2:40][CH2:41][NH:44][CH2:45][CH2:26][C:27]1[CH:28]=[CH:29][CH:30]=[CH:31][CH:32]=1)=[O:11])(=[O:3])=[O:4]. Reported procedure: A solution of 0.5 g (1.35 mmol) of 5-[methylsulfonyl-(2,2,6-trimethylchroman-4-yl)amino]pentanoic acid, 0.25 g (1.5 mmol) of 2-(N-benzyl-N-methylamino)ethanol, 0.31 g (1.5 mmol) of DCC and a spatula tipful of DMAP in 10 ml of methylene chloride is stirred overnight at RT. After filtering off the precipitate, the solution is concentrated and the crude product is purified by chromatography on silica gel using methylene chloride/methanol 97:3, and 0.45 g of 2-(benzylmethylamino)ethyl 5-[methanesulf... Reactants: O (water), C1(CCCCC1)NC1=C2C(=NC=C1C1=NOC3(CC(C3)C#N)C1)N(N=C2)CC (7-[4-(Cyclohexylamino)-1-ethyl-1H-pyrazolo[3,4-b]pyridin-5-yl]-5-oxa-6-azaspiro[3.4]oct-6-ene-2-carbonitrile), Cl (hydrochloric acid), [OH-].[K+] (potassium hydroxide). The solvent is C(C)O (ethanol). The product is C1(CCCCC1)NC1=C2C(=NC=C1C1=NOC3(CC(C3)C(=O)O)C1)N(N=C2)CC (7-[4-(cyclohexylamino)-1-ethyl-1H-pyrazolo[3,4-b]pyridin-5-yl]-5-oxa-6-azaspiro[3.4]oct-6-ene-2-carboxylic acid). Reaction SMILES: [CH:1]1([NH:7][C:8]2[C:13]([C:14]3[CH2:23][C:17]4([CH2:20][CH:19]([C:21]#N)[CH2:18]4)[O:16][N:15]=3)=[CH:12][N:11]=[C:10]3[N:24]([CH2:27][CH3:28])[N:25]=[CH:26][C:9]=23)[CH2:6][CH2:5][CH2:4][CH2:3][CH2:2]1.[OH-:29].[K+].Cl.[OH2:32]>C(O)C>[CH:1]1([NH:7][C:8]2[C:13]([C:14]3[CH2:23][C:17]4([CH2:18][CH:19]([C:21]([OH:32])=[O:29])[CH2:20]4)[O:16][N:15]=3)=[CH:12][N:11]=[C:10]3[N:24]([CH2:27][CH3:28])[N:25]=[CH:26][C:9]=23)[CH2:6][CH2:5][CH2:4][CH2:3][CH2:2]1 |f:1.2|. Procedure: 7-[4-(Cyclohexylamino)-1-ethyl-1H-pyrazolo[3,4-b]pyridin-5-yl]-5-oxa-6-azaspiro[3.4]oct-6-ene-2-carbonitrile (300 mg, 0.00079 mole) (example 9) was dissolved in ethanol (10 ml). Aqueous potassium hydroxide (178 mg, 0.0031 mole) was added and reaction mixture was refluxed for about 3-4 hrs. Ethanol was evaporated off and reaction mixture was diluted with water, acidifed with dilute hydrochloric acid to pH of about 6. It was extracted with ethyl acetate. The organic layer was washed with brine, dr... As a reaction SMILES: [C:1]([CH3:2])(=[O:3])[O:4][C:5]1([C:6]([CH2:7][OH:8])=[O:9])[CH:10]([CH3:30])[CH2:11][CH:12]2[CH:13]3[CH2:14][CH2:15][C:16]4=[CH:17][C:18](=[O:29])[CH:19]=[CH:20][C:21]4([CH3:22])[CH:23]3[CH:24]([Cl:28])[CH2:25][C:26]12[CH3:27].[C:31]([CH2:32][CH3:33])(=[O:34])[Cl:35].[ClH:43].[OH2:36].[cH:37]1[cH:38][cH:39][n:40][cH:41][cH:42]1>>[C:1]([CH3:2])(=[O:3])[O:4][C:5]1([C:6]([CH2:7][O:8][C:31]([CH2:32][CH3:33])=[O:34])=[O:9])[CH:10]([CH3:30])[CH2:11][CH:12]2[CH:13]3[CH2:14][CH2:15][C:16]4=[CH:17][C:18](=[O:29])[CH:19]=[CH:20][C:21]4([CH3:22])[CH:23]3[CH:24]([Cl:28])[CH2:25][C:26]12[CH3:27]. Yields the product CCC(=O)OCC(=O)C1(OC(C)=O)C(C)CC2C3CCC4=CC(=O)C=CC4(C)C3C(Cl)CC21C. Reactants: CC(=O)OC1(C(=O)CO)C(C)CC2C3CCC4=CC(=O)C=CC4(C)C3C(Cl)CC21C, CCC(=O)Cl, Cl, O, c1ccncc1. Starting materials: C(C)OC(=O)[C@H]1[C@@H](C[C@@H](C1)S(=O)(=O)C1=CC=CC=C1)C(=O)N1CCOCC1 ((1R,2R,4S)-4-benzenesulfonyl-2-(morpholine-4-carbonyl)-cyclopentanecarboxylic acid ethyl ester), [Li+].[OH-] (LiOH). Solvent: C1CCOC1 (THF), O (water), CO (methanol). The product is C1(=CC=CC=C1)S(=O)(=O)[C@H]1C[C@H]([C@@H](C1)C(=O)O)C(=O)N1CCOCC1 ((1R,2R,4S)-4-benzenesulfonyl-2-(morpholine-4-carbonyl)-cyclopentanecarboxylic acid). As a reaction SMILES: C([O:3][C:4]([C@@H:6]1[CH2:10][C@@H:9]([S:11]([C:14]2[CH:19]=[CH:18][CH:17]=[CH:16][CH:15]=2)(=[O:13])=[O:12])[CH2:8][C@H:7]1[C:20]([N:22]1[CH2:27][CH2:26][O:25][CH2:24][CH2:23]1)=[O:21])=[O:5])C.[Li+].[OH-]>C1COCC1.O.CO>[C:14]1([S:11]([C@@H:9]2[CH2:10][C@@H:6]([C:4]([OH:5])=[O:3])[C@H:7]([C:20]([N:22]3[CH2:27][CH2:26][O:25][CH2:24][CH2:23]3)=[O:21])[CH2:8]2)(=[O:13])=[O:12])[CH:15]=[CH:16][CH:17]=[CH:18][CH:19]=1 |f:1.2|. Procedure details: To a solution of (1R,2R,4S)-4-benzenesulfonyl-2-(morpholine-4-carbonyl)-cyclopentanecarboxylic acid ethyl ester (1.35 mmol) in THF (10 ml) was added a solution of LiOH (3.0 mmol) in water (3 ml) and methanol (3 ml) and stirring was continued at 22° C. until completion of the reaction. The mixture was evaporated and the residue partitioned between ethyl acetate and hydrochloric acid (0.1 N). The organic layer was dried and evaporated to give the title compound as a colorless foam. MS: 368.1 (M+H)... Starting materials: FC(OC=1C=C(CNC2CCOCC2)C=CC1)(F)F (N-[3-(Trifluoromethoxy)benzyl]tetrahydro-2H-pyran-4-amine), N=1C(=CN2C1C=CC=C2)C(=O)O (imidazo[1,2-a]pyridine-2-carboxylic acid), CCN=C=NCCCN(C)C.Cl (EDC.HCl), C=1C=CC2=C(C1)N=NN2O (HOBt). Solvent: C(C)N(CC)CC (triethylamine), CN(C=O)C (dimethylformamide). Yields the product O1CCC(CC1)N(C(=O)C=1N=C2N(C=CC=C2)C1)CC1=CC(=CC=C1)OC(F)(F)F (N-(Tetrahydro-2H-pyran-4-yl)-N-[3-(trifluoromethoxy)benzyl]imidazo[1,2-a]pyridine-2-carboxamide). Isolated yield 77.6%. Reaction SMILES: [F:1][C:2]([F:19])([F:18])[O:3][C:4]1[CH:5]=[C:6]([CH:15]=[CH:16][CH:17]=1)[CH2:7][NH:8][CH:9]1[CH2:14][CH2:13][O:12][CH2:11][CH2:10]1.[N:20]1[C:21]([C:29](O)=[O:30])=[CH:22][N:23]2[CH:28]=[CH:27][CH:26]=[CH:25][C:24]=12.CCN=C=NCCCN(C)C.Cl.C1C=CC2N(O)N=NC=2C=1>C(N(CC)CC)C.CN(C)C=O>[O:12]1[CH2:13][CH2:14][CH:9]([N:8]([CH2:7][C:6]2[CH:15]=[CH:16][CH:17]=[C:4]([O:3][C:2]([F:18])([F:1])[F:19])[CH:5]=2)[C:29]([C:21]2[N:20]=[C:24]3[CH:25]=[CH:26][CH:27]=[CH:28][N:23]3[CH:22]=2)=[O:30])[CH2:10][CH2:11]1 |f:2.3|. Reported procedure: N-[3-(Trifluoromethoxy)benzyl]tetrahydro-2H-pyran-4-amine (242 mg), imidazo[1,2-a]pyridine-2-carboxylic acid (194 mg), EDC.HCl (199 mg), HOBt (138 mg), dimethylformamide (5 mL) and triethylamine (0.33 mL) was stirred overnight at room temperature. The solvents were distilled off under reduced pressure and following extraction with ethyl acetate, the extract was washed with a saturated aqueous solution of sodium hydrogencarbonate and saturated saline, and dried over anhydrous magnesium sulfate. T... The reactants are BrCC1=C(SC=C1)Br (3-bromomethyl-2-bromothiophene), C(C)(=O)[O-].[K+] (potassium acetate), O (water). Run in CC(=O)C (acetone). Run at time 3 hour. The product is C(C)(=O)OCC1=C(SC=C1)Br (3-acetoxymethyl-2-bromothiophene). Isolated yield 100.2%. RXN SMILES: Br[CH2:2][C:3]1[CH:7]=[CH:6][S:5][C:4]=1[Br:8].[C:9]([O-:12])(=[O:11])[CH3:10].[K+].O>CC(C)=O>[C:9]([O:12][CH2:2][C:3]1[CH:7]=[CH:6][S:5][C:4]=1[Br:8])(=[O:11])[CH3:10] |f:1.2|. Reported procedure: A mixture of 2-bromo-3-methylthiophene (17.7 g), N-bromosuccinimide (17.7 g), 2,2'-azobis(isobutyronitrile) (0.32 g) and carbon tetrachloride (200 ml) was stirred for 4 hours under reflux. The mixture was concentrated under reduced pressure and the residue was purified by silica gel column chromatography to give 3-bromomethyl-2-bromothiophene (12.56 g). A suspension of 3-bromomethyl-2-bromothiophene (6.30 g), potassium acetate (9.8 g) in acetone (100 ml) was stirred at room temperature for 3 hou...